Task: describe an organic reaction: reactants, conditions, products, and yield. Dataset: the Open Reaction Database (ORD), a public repository of structured organic reaction records Reactants: Oc1nc(-c2cncnc2)nc2cccc(Br)c12, CCN(C(C)C)C(C)C, NCc1ccccn1, CN(C)C=O. Yields the product Brc1cccc2nc(-c3cncnc3)nc(NCc3ccccn3)c12. RXN SMILES: [Br:1][c:2]1[c:3]2[c:4]([OH:18])[n:5][c:6](-[c:12]3[cH:13][n:14][cH:15][n:16][cH:17]3)[n:7][c:8]2[cH:9][cH:10][cH:11]1.[CH:19]([N:20]([CH:21]([CH3:22])[CH3:23])[CH2:24][CH3:25])([CH3:26])[CH3:27].[NH2:28][CH2:29][c:30]1[n:31][cH:32][cH:33][cH:34][cH:35]1.[O:36]=[CH:37][N:38]([CH3:39])[CH3:40]>>[Br:1][c:2]1[c:3]2[c:4]([NH:28][CH2:29][c:30]3[n:31][cH:32][cH:33][cH:34][cH:35]3)[n:5][c:6](-[c:12]3[cH:13][n:14][cH:15][n:16][cH:17]3)[n:7][c:8]2[cH:9][cH:10][cH:11]1. Starting materials: CN1CCCC1=O, Cc1ccccc1, CC(c1cc(C(C)(C)C)cc(C(C)(C)C)c1O)c1cc(C(C)(C)C)cc(C(C)(C)C)c1O, ClP(Cl)Cl. As a reaction SMILES: [CH3:33][N:34]1[CH2:35][CH2:36][CH2:37][C:38]1=[O:39].[CH3:44][c:45]1[cH:46][cH:47][cH:48][cH:49][cH:50]1.[CH:1]([CH3:2])([c:3]1[c:4]([OH:17])[c:5]([C:13]([CH3:14])([CH3:15])[CH3:16])[cH:6][c:7]([C:9]([CH3:10])([CH3:11])[CH3:12])[cH:8]1)[c:18]1[c:19]([OH:32])[c:20]([C:28]([CH3:29])([CH3:30])[CH3:31])[cH:21][c:22]([C:24]([CH3:25])([CH3:26])[CH3:27])[cH:23]1.[Cl:40][P:41]([Cl:42])[Cl:43]>>[CH:1]1([CH3:2])[c:3]2[c:4]([c:5]([C:13]([CH3:14])([CH3:15])[CH3:16])[cH:6][c:7]([C:9]([CH3:10])([CH3:11])[CH3:12])[cH:8]2)[O:17][P:41]([Cl:40])[O:32][c:19]2[c:18]1[cH:23][c:22]([C:24]([CH3:25])([CH3:26])[CH3:27])[cH:21][c:20]2[C:28]([CH3:29])([CH3:30])[CH3:31]. Yields the product CC1c2cc(C(C)(C)C)cc(C(C)(C)C)c2OP(Cl)Oc2c1cc(C(C)(C)C)cc2C(C)(C)C. Starting materials: COC1=CC2=C(CC(N(CC2)CCCCl)=O)C=C1OC (1-[7,8-dimethoxy-1,3,4,5-tetrahydro-2H-3-benzazepin-2-on-3-yl]-3-chloropropane), C(C=C)NC1CC2=CC(=C(C=C2CC1)OC)OC (2-allylamino-6,7-dimethoxy-1,2,3,4-tetrahydronaphthalene). Product: COC1=CC2=C(CC(N(CC2)CCCN(C2CC3=CC(=C(C=C3CC2)OC)OC)CC=C)=O)C=C1OC (1-[7,8-Dimethoxy-1,3,4,5-tetrahydro-2H-3-benzazepin-2-on-3-yl]-3-[N-allyl-N-(6,7-dimethoxy-1,2,3,4-tetrahydronaphth-2-yl)-amino]-propane). RXN SMILES: [CH3:1][O:2][C:3]1[C:18]([O:19][CH3:20])=[CH:17][C:6]2[CH2:7][C:8](=[O:16])[N:9]([CH2:12][CH2:13][CH2:14]Cl)[CH2:10][CH2:11][C:5]=2[CH:4]=1.[CH2:21]([NH:24][CH:25]1[CH2:34][CH2:33][C:32]2[C:27](=[CH:28][C:29]([O:37][CH3:38])=[C:30]([O:35][CH3:36])[CH:31]=2)[CH2:26]1)[CH:22]=[CH2:23]>>[CH3:1][O:2][C:3]1[C:18]([O:19][CH3:20])=[CH:17][C:6]2[CH2:7][C:8](=[O:16])[N:9]([CH2:12][CH2:13][CH2:14][N:24]([CH2:21][CH:22]=[CH2:23])[CH:25]3[CH2:34][CH2:33][C:32]4[C:27](=[CH:28][C:29]([O:37][CH3:38])=[C:30]([O:35][CH3:36])[CH:31]=4)[CH2:26]3)[CH2:10][CH2:11][C:5]=2[CH:4]=1. Procedure: The title compound is prepared from 1-[7,8-dimethoxy-1,3,4,5-tetrahydro-2H-3-benzazepin-2-on-3-yl]-3-chloropropane and 2-allylamino-6,7-dimethoxy-1,2,3,4-tetrahydronaphthalene analogously to Example 1. Mp: 226°-228° C. The reactants are N1(CCCCC1)C=CC(=O)OCC (Ethyl 3-piperidin-1-ylacrylate), [F-].[K+] (KF), FC(C(=O)F)F (difluoroacetyl fluoride). The solvent is C1(=CC=CC=C1)C (toluene). Reaction conditions: temperature -30 celsius, time 3 hour. Product: FC(C(C(C(=O)OCC)=CN1CCCCC1)=O)F (Ethyl 4,4-difluoro-3-oxo-2-(piperidin-1-ylmethylidene)butyrate). The yield is 94.0%. As a reaction SMILES: [N:1]1([CH:7]=[CH:8][C:9]([O:11][CH2:12][CH3:13])=[O:10])[CH2:6][CH2:5][CH2:4][CH2:3][CH2:2]1.[F-].[K+].[F:16][CH:17]([F:21])[C:18](F)=[O:19]>C1(C)C=CC=CC=1>[F:16][CH:17]([F:21])[C:18](=[O:19])[C:8](=[CH:7][N:1]1[CH2:6][CH2:5][CH2:4][CH2:3][CH2:2]1)[C:9]([O:11][CH2:12][CH3:13])=[O:10] |f:1.2|. Reported procedure: Ethyl 3-piperidin-1-ylacrylate (99%, 8.7 g, 50 mmol) and KF (spray dried) (4.44 g, 76.3 mmol) were initially charged in 100 ml of toluene and cooled to −30° C. At this temperature, difluoroacetyl fluoride (98%, 6.10 g, 61 mmol) was then introduced. The reaction mixture was stirred at −30° C. for 3 h and then, over a period of 1 h, warmed to room temperature. The reaction mixture was washed with deionized water (50 ml). After separation of the phases, the aqueous phase was extracted once with tol...